From a dataset of the Open Reaction Database (ORD), a public repository of structured organic reaction records. describe an organic reaction: reactants, conditions, products, and yield Starting materials: Nc1ccc(C(=O)CCCCOCc2ccccc2)cc1, CC[SiH](CC)CC, [Na+], [OH-], O, O=C(O)C(F)(F)F. Yields the product Nc1ccc(CCCCCOCc2ccccc2)cc1. As a reaction SMILES: [CH2:1]([c:2]1[cH:3][cH:4][cH:5][cH:6][cH:7]1)[O:8][CH2:9][CH2:10][CH2:11][CH2:12][C:13](=[O:14])[c:15]1[cH:16][cH:17][c:18]([NH2:21])[cH:19][cH:20]1.[CH2:22]([SiH:23]([CH2:24][CH3:25])[CH2:26][CH3:27])[CH3:28].[Na+:37].[OH-:36].[OH2:38].[OH:29][C:30]([C:31]([F:32])([F:33])[F:34])=[O:35]>>[CH2:1]([c:2]1[cH:3][cH:4][cH:5][cH:6][cH:7]1)[O:8][CH2:9][CH2:10][CH2:11][CH2:12][CH2:13][c:15]1[cH:16][cH:17][c:18]([NH2:21])[cH:19][cH:20]1. The reactants are FS(=O)(=O)OC (methyl fluorosulfonate), C(N)(=O)[C@H]1N(C[C@H](C1)SCC1=CC=C(C=C1)OC)CCO ((2S, 4S)-2-carbamoyl-1-(2-hydroxyethyl)-4-(4-methoxybenzylthio)pyrrolidine). Solvent: C(Cl)Cl (methylene chloride). Conditions: time 2 hour. Product: FS(=O)(=O)[O-].C(N)(=O)[C@H]1[N+](C[C@H](C1)SCC1=CC=C(C=C1)OC)(C)CCO ((2S, 4S)-2-Carbamoyl-1-(2-hydroxyethyl)-4-(4-methoxybenzylthio)-1-methylpyrrolidinium fluorosulfonate). RXN SMILES: [F:1][S:2]([O:5][CH3:6])(=[O:4])=[O:3].[C:7]([C@@H:10]1[CH2:14][C@H:13]([S:15][CH2:16][C:17]2[CH:22]=[CH:21][C:20]([O:23][CH3:24])=[CH:19][CH:18]=2)[CH2:12][N:11]1[CH2:25][CH2:26][OH:27])(=[O:9])[NH2:8]>C(Cl)Cl>[F:1][S:2]([O-:5])(=[O:4])=[O:3].[C:7]([C@@H:10]1[CH2:14][C@H:13]([S:15][CH2:16][C:17]2[CH:22]=[CH:21][C:20]([O:23][CH3:24])=[CH:19][CH:18]=2)[CH2:12][N+:11]1([CH2:25][CH2:26][OH:27])[CH3:6])(=[O:9])[NH2:8] |f:3.4|. Reported procedure: 0.108 ml of methyl fluorosulfonate was added dropwise at room temperature to a solution of 0.38 of (2S, 4S)-2-carbamoyl-1-(2-hydroxyethyl)-4-(4-methoxybenzylthio)pyrrolidine dissolved in 7.5 ml of dry methylene chloride, and the mixture was stirred at the same temperature for 2 hours. At the end of this time, the solvent was removed by distillation under reduced pressure, and the residue was washed by decantation with diethyl ether and dried under reduced pressure, to afford 0.396 g of the title... Starting materials: CCOC(=O)c1cnc(SC)nc1, C1CCOC1, CC(C)(C)[O-], [K+], Nc1ccc(F)cc1. The product is CSc1ncc(C(=O)Nc2ccc(F)cc2)cn1. Reaction SMILES: [CH2:15]([O:17][C:18](=[O:16])[c:20]1[cH:21][n:22][c:23]([S:26][CH3:27])[n:24][cH:25]1)[CH3:19].[CH2:28]1[O:29][CH2:30][CH2:31][CH2:32]1.[CH3:1][C:2]([CH3:3])([O-:4])[CH3:5].[K+:6].[NH2:7][c:8]1[cH:9][cH:10][c:11]([F:12])[cH:13][cH:14]1>>[NH:7]([c:8]1[cH:9][cH:10][c:11]([F:12])[cH:13][cH:14]1)[C:18](=[O:17])[c:20]1[cH:21][n:22][c:23]([S:26][CH3:27])[n:24][cH:25]1. Starting materials: CCNCC, ClCCl, O=C(Cl)c1cccnc1Cl. The product is CCN(CC)C(=O)c1cccnc1Cl. Reaction SMILES: [CH2:11]([CH3:12])[NH:13][CH2:14][CH3:15].[Cl:16][CH2:17][Cl:18].[Cl:1][c:2]1[c:3]([C:4](=[O:5])[Cl:6])[cH:7][cH:8][cH:9][n:10]1>>[Cl:1][c:2]1[c:3]([C:4](=[O:5])[N:13]([CH2:11][CH3:12])[CH2:14][CH3:15])[cH:7][cH:8][cH:9][n:10]1. Reactants: CCN=C=NCCCN(C)C, CCN(C(C)C)C(C)C, O=C(NC(Cc1ccc(F)cc1)C(=O)O)c1cc2cc(Cl)ncc2[nH]1, Cl, CN(C)C=O, OC1CNC1, On1nnc2ccccc21. Product: O=C(NC(Cc1ccc(F)cc1)C(=O)N1CC(O)C1)c1cc2cc(Cl)ncc2[nH]1. Reaction SMILES: [CH3:51][CH2:52][N:53]=[C:54]=[N:55][CH2:56][CH2:57][CH2:58][N:59]([CH3:60])[CH3:61].[CH:42]([N:43]([CH2:44][CH3:45])[CH:46]([CH3:47])[CH3:48])([CH3:49])[CH3:50].[Cl:1][c:2]1[cH:3][c:4]2[c:5]([cH:6][n:7]1)[nH:8][c:9]([C:11](=[O:12])[NH:13][CH:14]([C:15](=[O:16])[OH:17])[CH2:18][c:19]1[cH:20][cH:21][c:22]([F:25])[cH:23][cH:24]1)[cH:10]2.[ClH:26].[O:62]=[CH:63][N:64]([CH3:65])[CH3:66].[OH:27][CH:28]1[CH2:29][NH:30][CH2:31]1.[OH:32][n:33]1[c:34]2[c:35]([cH:36][cH:37][cH:38][cH:39]2)[n:40][n:41]1>>[Cl:1][c:2]1[cH:3][c:4]2[c:5]([cH:6][n:7]1)[nH:8][c:9]([C:11](=[O:12])[NH:13][CH:14]([C:15](=[O:16])[N:30]1[CH2:29][CH:28]([OH:27])[CH2:31]1)[CH2:18][c:19]1[cH:20][cH:21][c:22]([F:25])[cH:23][cH:24]1)[cH:10]2. Run in C(C)(=O)O (acetic acid). Reported procedure: A mixture of 7-methoxy-1-methyl-3-methylthio-4-quinolone (8.23 g.) glacial acetic acid (75 ml.) and hydrobromic acid (75 ml.) was stirred and boiled under reflux for 2 days. The mixture was cooled and poured into saturated aqueous sodium bicarbonate (500 ml.). The resulting precipitate was collected by filtration and dried to give 7-hydroxy-1-methyl-3-methylthio-4-quinolone, m.p. 285°-288°. The product is OC1=CC=C2C(C(=CN(C2=C1)C)C)=S (7-hydroxy-1-methyl-3-methylthio-4-quinolone). As a reaction SMILES: C[O:2][C:3]1[CH:12]=[C:11]2[C:6]([C:7](=[S:15])[C:8]([CH3:14])=[CH:9][N:10]2[CH3:13])=[CH:5][CH:4]=1.Br.C(=O)(O)[O-].[Na+]>C(O)(=O)C>[OH:2][C:3]1[CH:12]=[C:11]2[C:6]([C:7](=[S:15])[C:8]([CH3:14])=[CH:9][N:10]2[CH3:13])=[CH:5][CH:4]=1 |f:2.3|. Starting materials: COC1=CC=C2C(C(=CN(C2=C1)C)C)=S (7-methoxy-1-methyl-3-methylthio-4-quinolone), Br (hydrobromic acid), C([O-])(O)=O.[Na+] (sodium bicarbonate). Reported procedure: N-[(2,4-Diaminopyrimidin-6-yl)methyl]carbazole (Formula I: Ar=2,4-diaminopyrimidin-5-yl; W=CH2; X=N; Z=chemical bond; m=n=0) is prepared similarly to N-[(2,4-diaminopteridin-6-yl)methyl]-N,N-diphenylamine as disclosed above by using carbazole (129 mg, 0.77 mmol), NaH (50 mg, 2.1 mmol), and 2,4-diamino-5-bromomethylpyrimidine hydrobromide (86 mg, 0.3 mmol). The product can be purified by chromatography. As a reaction SMILES: NC1N=C(N)C2C(=NC=C([CH2:13][N:14]([C:21]3[CH:26]=[CH:25][CH:24]=[CH:23][CH:22]=3)[C:15]3[CH:20]=[CH:19][CH:18]=[CH:17][CH:16]=3)N=2)N=1.C1C2NC3C(=CC=CC=3)C=2C=CC=1.[H-].[Na+].Br.[NH2:43][C:44]1[N:49]=[C:48]([NH2:50])[C:47](CBr)=[CH:46][N:45]=1>>[NH2:43][C:44]1[N:49]=[C:48]([NH2:50])[CH:47]=[C:46]([CH2:13][N:14]2[C:15]3[CH:16]=[CH:17][CH:18]=[CH:19][C:20]=3[C:22]3[C:21]2=[CH:26][CH:25]=[CH:24][CH:23]=3)[N:45]=1 |f:2.3,4.5|. Product: NC1=NC(=CC(=N1)N)CN1C2=CC=CC=C2C=2C=CC=CC12 (N-[(2,4-Diaminopyrimidin-6-yl)methyl]carbazole). The reactants are NC1=NC2=NC=C(N=C2C(=N1)N)CN(C1=CC=CC=C1)C1=CC=CC=C1 (N-[(2,4-diaminopteridin-6-yl)methyl]-N,N-diphenylamine), Br.NC1=NC=C(C(=N1)N)CBr (2,4-diamino-5-bromomethylpyrimidine hydrobromide), C1=CC=CC=2C3=CC=CC=C3NC12 (carbazole), [H-].[Na+] (NaH). Starting materials: CC(C)(C)OC(=O)N1CC(C(=O)O)C1, CCN=C=NCCCN(C)C, ClCCl, Cl, OC1CCNC1. Product: CC(C)(C)OC(=O)N1CC(C(=O)N2CCC(O)C2)C1. Reaction SMILES: [C:7]([CH3:8])([CH3:9])([CH3:10])[O:11][C:12](=[O:13])[N:14]1[CH2:15][CH:16]([C:18](=[O:19])[OH:20])[CH2:17]1.[CH3:22][N:23]([CH3:24])[CH2:25][CH2:26][CH2:27][N:28]=[C:29]=[N:30][CH2:31][CH3:32].[Cl:33][CH2:34][Cl:35].[ClH:21].[NH:1]1[CH2:2][CH:3]([OH:6])[CH2:4][CH2:5]1>>[N:1]1([C:18]([CH:16]2[CH2:15][N:14]([C:12]([O:11][C:7]([CH3:8])([CH3:9])[CH3:10])=[O:13])[CH2:17]2)=[O:19])[CH2:2][CH:3]([OH:6])[CH2:4][CH2:5]1. Yields the product CCN(CC=O)C(=O)Nc1ncc(Cl)s1. The reactants are CCNCC=O, CCO, O=C=Nc1ncc(Cl)s1, O, c1ccccc1. RXN SMILES: [CH2:16]([CH3:17])[NH:18][CH2:19][CH:20]=[O:21].[CH2:23]([OH:24])[CH3:25].[Cl:1][c:2]1[cH:3][n:4][c:5]([N:7]=[C:8]=[O:9])[s:6]1.[OH2:22].[cH:10]1[cH:11][cH:12][cH:13][cH:14][cH:15]1>>[Cl:1][c:2]1[cH:3][n:4][c:5]([NH:7][C:8](=[O:9])[N:18]([CH2:16][CH3:17])[CH2:19][CH:20]=[O:21])[s:6]1. Reaction conditions: time 2 hour. The reactants are C(=O)(O)[O-].[Na+] (NaHCO3), COC1=CC=C(C=C1)C[C@@H](CC(=O)OCC)C=1C=NC=CC1 (ethyl (S)-4-(4-methoxyphenyl)-3-(pyridin-3-yl)butanoate), [Al+3].[Cl-].[Cl-].[Cl-] (AlCl3), C(C)S (Ethanethiol). Isolated yield 73.0%. Yields the product OC1=C(C=CC=C1)C[C@@H](CC(=O)OCC)C=1C=NC=CC1 (Ethyl (S)-4-(hydroxyphenyl)-3-(pyridin-3-yl)butanoate). Reaction SMILES: CO[C:3]1[CH:8]=[CH:7][C:6]([CH2:9][C@H:10]([C:17]2[CH:18]=[N:19][CH:20]=[CH:21][CH:22]=2)[CH2:11][C:12]([O:14][CH2:15][CH3:16])=[O:13])=[CH:5][CH:4]=1.C(S)C.[Al+3].[Cl-].[Cl-].[Cl-].C([O-])(O)=[O:31].[Na+]>C(Cl)Cl>[OH:31][C:7]1[CH:8]=[CH:3][CH:4]=[CH:5][C:6]=1[CH2:9][C@H:10]([C:17]1[CH:18]=[N:19][CH:20]=[CH:21][CH:22]=1)[CH2:11][C:12]([O:14][CH2:15][CH3:16])=[O:13] |f:2.3.4.5,6.7|. Procedure: A solution of ethyl (S)-4-(4-methoxyphenyl)-3-(pyridin-3-yl)butanoate (9.25 g, 31 mmole) in CH2Cl2 (150 mL) was cooled to 0° C. Ethanethiol (11.5 mL, 155 mmole) was added, then AlCl3 (20.7 g, 155 mmole) was added portionwise. After 2 hr, the mixture was poured over ice, allowed to warm to RT, and neutralized with NaHCO3. The resulting suspension was filtered through celite® and the filter pad was washed with CH2Cl2. The layers were separated and the aqueous layer was extracted with CH2Cl2. The c... The solvent is C(Cl)Cl (CH2Cl2).